From a dataset of the Open Reaction Database (ORD), a public repository of structured organic reaction records. describe an organic reaction: reactants, conditions, products, and yield Reactants: NCC(C)N (1,2-diaminopropane), NCC(CCC)N (1,2-diaminopentane), C(C1=CC=CC=C1)(=O)NC=1C=C(C(=O)O)C=CN1 (2-benzamidoisonicotinic acid). Product: C(CC)C1N=C(NC1)C1=CC(=NC=C1)NC(C1=CC=CC=C1)=O (N-(4-(4-propyl-4,5-dihydro-1H-imidazol-2-yl)pyridin-2-yl)benzamide). Isolated yield 20.0%. As a reaction SMILES: NCC(N)C.[NH2:6][CH2:7][CH:8]([NH2:12])[CH2:9][CH2:10][CH3:11].[C:13]([NH:21][C:22]1[CH:23]=[C:24]([CH:28]=[CH:29][N:30]=1)[C:25](O)=O)(=[O:20])[C:14]1[CH:19]=[CH:18][CH:17]=[CH:16][CH:15]=1>>[CH2:9]([CH:8]1[CH2:7][NH:6][C:25]([C:24]2[CH:28]=[CH:29][N:30]=[C:22]([NH:21][C:13](=[O:20])[C:14]3[CH:15]=[CH:16][CH:17]=[CH:18][CH:19]=3)[CH:23]=2)=[N:12]1)[CH2:10][CH3:11]. Procedure details: Following the procedure as described in EXAMPLE 9, making variations as required to replace 1,2-diaminopropane with 1,2-diaminopentane to react with 2-benzamidoisonicotinic acid, N-(4-(4-propyl-4,5-dihydro-1H-imidazol-2-yl)pyridin-2-yl)benzamide was obtained in 20% yield: MS (ES+) m/z 309.4 (M+1). Reactants: CN(C(C)C\C=C\C1=CC(=C(C=C1)C)NC(C)=O)C(=O)OC(C)(C)C ((4E)-N-methyl-N-(tert-butoxycarbonyl)-5-(3-acetamido-4-methylphenyl)-4-penten-2-amine), Br (hydrobromic acid). Conditions: temperature 0 celsius. The product is CNC(C)C\C=C\C1=CC(=C(C=C1)C)NC(C)=O ((4E)-N-Methyl-5-(3-acetamido-4-methylphenyl)-4-penten-2-amine). Isolated yield 99.8%. RXN SMILES: [CH3:1][N:2](C(OC(C)(C)C)=O)[CH:3]([CH2:5]/[CH:6]=[CH:7]/[C:8]1[CH:13]=[CH:12][C:11]([CH3:14])=[C:10]([NH:15][C:16](=[O:18])[CH3:17])[CH:9]=1)[CH3:4].Br>>[CH3:1][NH:2][CH:3]([CH2:5]/[CH:6]=[CH:7]/[C:8]1[CH:13]=[CH:12][C:11]([CH3:14])=[C:10]([NH:15][C:16](=[O:18])[CH3:17])[CH:9]=1)[CH3:4]. Procedure: A solution of (4E)-N-methyl-N-(tert-butoxycarbonyl)-5-(3-acetamido-4-methylphenyl)-4-penten-2-amine (0.90 g, 2.60 mmol) and aqueous hydrobromic acid (50%, 25 mL) was stirred at 0° C. to ambient temperature for ˜16 h. The reaction mixture was extracted with chloroform (40 mL). The aqueous layer was cooled to 0° C., basified with aqueous sodium hydroxide solution to pH 8-9, and extracted with chloroform (4×50 mL). The combined extracts were dried over sodium sulfate, filtered and concentrated on a... Run in ClCCl (dichloromethane). Conditions: time 8 hour. The product is N1=CC(=CC=C1)N1N=CC(=C1)C1=CC=CC(=N1)NS(=O)(=O)C (N-{6-[1-(Pyridin-3-yl)-1H-pyrazol-4-yl]pyridin-2-yl}methanesulphonamide). As a reaction SMILES: [N:1]1[CH:6]=[CH:5][CH:4]=[C:3]([N:7]2[CH:11]=[C:10]([C:12]3[N:17]=[C:16]([NH2:18])[CH:15]=[CH:14][CH:13]=3)[CH:9]=[N:8]2)[CH:2]=1.CN1CCOCC1.[CH3:26][S:27](Cl)(=[O:29])=[O:28]>ClCCl>[N:1]1[CH:6]=[CH:5][CH:4]=[C:3]([N:7]2[CH:11]=[C:10]([C:12]3[N:17]=[C:16]([NH:18][S:27]([CH3:26])(=[O:29])=[O:28])[CH:15]=[CH:14][CH:13]=3)[CH:9]=[N:8]2)[CH:2]=1. The reactants are N1=CC(=CC=C1)N1N=CC(=C1)C1=CC=CC(=N1)N (6-[1-(pyridin-3-yl)-1H-pyrazol-4-yl]pyridine-2-amine), CN1CCOCC1 (N-methylmorpholine), CS(=O)(=O)Cl (methanesulphonyl chloride). Procedure details: 146 mg (585 μmol) of 6-[1-(pyridin-3-yl)-1H-pyrazol-4-yl]pyridine-2-amine and 54.0 μl (701 μmol) of N-methylmorpholine were initially charged in 10 ml of dichloromethane, and methanesulphonyl chloride was added at room temperature. The mixture was stirred overnight and the reaction mixture was filtered through silica gel (eluent: ethyl acetate). After concentration, the crude product was purified by chromatography (dichloromethane/methanol). The reactants are C(C1=CC=CC=C1)OC1=C(N(C=CC1=O)CCO)C(C1=CC=CC=C1)O (3-Benzyloxy-1-(2-hydroxy-ethyl)-2-(hydroxy-phenyl-methyl)-1H-pyridin-4-one), C(C1=CC=CC=C1)OC1=C(N(C=CC1=O)CCO)C(OC1OCCCC1)C1=CC=CC=C1 (3-benzyloxy-1-(2-hydroxy-ethyl)-2-[phenyl-(tetrahydropyran-2-yloxy)-methyl]-1H-pyridin-4-one). Run in Cl (HCl), C(C)O (ethanol). Yields the product OC1=C(N(C=CC1=O)CCO)C(C1=CC=CC=C1)O (3-Hydroxy-1-(2-hydroxy-ethyl)-2-(hydroxy-phenyl-methyl)-1H-pyridin-4-one). Reaction SMILES: C([O:8][C:9]1[C:14](=[O:15])[CH:13]=[CH:12][N:11]([CH2:16][CH2:17][OH:18])[C:10]=1[CH:19]([OH:26])[C:20]1[CH:25]=[CH:24][CH:23]=[CH:22][CH:21]=1)C1C=CC=CC=1.C(OC1C(=O)C=CN(CCO)C=1C(C1C=CC=CC=1)OC1CCCCO1)C1C=CC=CC=1>C(O)C.Cl>[OH:8][C:9]1[C:14](=[O:15])[CH:13]=[CH:12][N:11]([CH2:16][CH2:17][OH:18])[C:10]=1[CH:19]([OH:26])[C:20]1[CH:25]=[CH:24][CH:23]=[CH:22][CH:21]=1. Procedure: 3-Benzyloxy-1-(2-hydroxy-ethyl)-2-(hydroxy-phenyl-methyl)-1H-pyridin-4-one: 3.39 g of 3-benzyloxy-1-(2-hydroxy-ethyl)-2-[phenyl-(tetrahydropyran-2-yloxy)-methyl]-1H-pyridin-4-one are boiled under reflux for 3 hours in 40 ml of ethanol and 10 ml of 2N HCl. For working-up, the ethanol is removed using a rotary evaporator. The residue is diluted with 50 ml of water and covered with 10 ml of ethyl acetate. Then, with stirring, 25 ml of saturated aqueous sodium hydrogen carbonate solution are added. ... As a reaction SMILES: [CH3:1][O:2][C:3]([NH:5][C:6]1[N:7]=[C:8]2[CH:13]=[CH:12][C:11]([S:14][C:15]3[CH:20]=[CH:19][CH:18]=[CH:17][CH:16]=3)=[CH:10][N:9]2[CH:21]=1)=[O:4].II.[I:24]([O-])(=O)=O.[K+].S(=O)(=O)(O)O.C(=O)(O)[O-].[Na+]>C(O)(=O)C>[I:24][C:21]1[N:9]2[CH:10]=[C:11]([S:14][C:15]3[CH:16]=[CH:17][CH:18]=[CH:19][CH:20]=3)[CH:12]=[CH:13][C:8]2=[N:7][C:6]=1[NH:5][C:3]([O:2][CH3:1])=[O:4] |f:2.3,5.6|. Reported procedure: A suspension of 2-(methoxycarbonylamino)-6-(phenylthio) imidazo [1,2-a] pyridine (600 mg., 2 mmoles), iodine (420 mg., 3.2 mmoles) and potassium iodate (180 mg., 0.8 mmole) in 60% aqueous acetic acid (50 ml.) containing 2 ml. of concentrated sulfuric acid is stirred at room temperature for 48 hours. The solution is diluted with ice water and the pH adjusted to 8 with aqueous sodium bicarbonate. The reaction mixture is extracted with dichloromethane and the dried extracts are evaporated in vacuo ... The product is IC1=C(N=C2N1C=C(C=C2)SC2=CC=CC=C2)NC(=O)OC (3-iodo-2-(methoxycarbonylamino)-6-(phenylthio) imidazo [1,2-a] pyridine). The reactants are S(O)(O)(=O)=O (sulfuric acid), COC(=O)NC=1N=C2N(C=C(C=C2)SC2=CC=CC=C2)C1 (2-(methoxycarbonylamino)-6-(phenylthio) imidazo [1,2-a] pyridine), II (iodine), I(=O)(=O)[O-].[K+] (potassium iodate), C([O-])(O)=O.[Na+] (sodium bicarbonate). Run in C(C)(=O)O (acetic acid), ice water. Reactants: O=c1sc2cc(Br)ccc2n1CCO, CC(C)(C)OC(=O)N1CCCCC1C(=O)NC(Cc1ccc(B2OC(C)(C)C(C)(C)O2)cc1)C(N)=O. Product: CC(C)(C)OC(=O)N1CCCCC1C(=O)NC(Cc1ccc(-c2ccc3c(c2)sc(=O)n3CCO)cc1)C(N)=O. Reaction SMILES: [Br:37][c:38]1[cH:39][c:40]2[c:41]([n:42]([CH2:46][CH2:47][OH:48])[c:43](=[O:45])[s:44]2)[cH:49][cH:50]1.[NH2:1][C:2]([CH:3]([CH2:4][c:5]1[cH:6][cH:7][c:8]([B:11]2[O:12][C:13]([CH3:14])([CH3:15])[C:16]([CH3:17])([CH3:18])[O:19]2)[cH:9][cH:10]1)[NH:20][C:21](=[O:22])[CH:23]1[N:24]([C:29](=[O:30])[O:31][C:32]([CH3:33])([CH3:34])[CH3:35])[CH2:25][CH2:26][CH2:27][CH2:28]1)=[O:36]>>[NH2:1][C:2]([CH:3]([CH2:4][c:5]1[cH:6][cH:7][c:8](-[c:38]2[cH:39][c:40]3[c:41]([n:42]([CH2:46][CH2:47][OH:48])[c:43](=[O:45])[s:44]3)[cH:49][cH:50]2)[cH:9][cH:10]1)[NH:20][C:21](=[O:22])[CH:23]1[N:24]([C:29](=[O:30])[O:31][C:32]([CH3:33])([CH3:34])[CH3:35])[CH2:25][CH2:26][CH2:27][CH2:28]1)=[O:36]. The reactants are O=C([O-])[O-], COC(=O)c1ccc([N+](=O)[O-])c(O)c1, [Cs+], [Cs+], FC(F)I, CN(C)C=O. The product is COC(=O)c1ccc([N+](=O)[O-])c(OC(F)F)c1. As a reaction SMILES: [C:15](=[O:16])([O-:17])[O-:18].[CH3:1][O:2][C:3]([c:4]1[cH:5][c:6]([OH:13])[c:7]([N+:10](=[O:11])[O-:12])[cH:8][cH:9]1)=[O:14].[Cs+:19].[Cs+:20].[F:21][CH:22]([I:23])[F:24].[O:25]=[CH:26][N:27]([CH3:28])[CH3:29]>>[CH3:1][O:2][C:3]([c:4]1[cH:5][c:6]([O:13][CH:22]([F:21])[F:24])[c:7]([N+:10](=[O:11])[O-:12])[cH:8][cH:9]1)=[O:14].